From a dataset of the Open Reaction Database (ORD), a public repository of structured organic reaction records. describe an organic reaction: reactants, conditions, products, and yield Starting materials: NC1=NC(=CC(=N1)C1=CC=CC2=CC=CC=C12)O (2-Amino-6-hydroxy-4-(naphth-1-yl)-pyrimidine), ClS(=O)(=O)O (chlorosulfonic acid), C([O-])([O-])=O.[K+].[K+] (potassium carbonate). Run in P(=O)(Cl)(Cl)Cl (phosphorus oxychloride). Conditions: temperature 95 celsius, time 6 hour. Product: Cl.NC1=NC(=CC(=N1)C1=CC=CC2=CC=CC=C12)Cl (2-amino-6-chloro-4-(naphth-1-yl)-pyrimidine hydrochloride). RXN SMILES: [NH2:1][C:2]1[N:7]=[C:6]([C:8]2[C:17]3[C:12](=[CH:13][CH:14]=[CH:15][CH:16]=3)[CH:11]=[CH:10][CH:9]=2)[CH:5]=[C:4](O)[N:3]=1.[Cl:19]S(O)(=O)=O.C(=O)([O-])[O-].[K+].[K+]>P(Cl)(Cl)(Cl)=O>[ClH:19].[NH2:1][C:2]1[N:7]=[C:6]([C:8]2[C:17]3[C:12](=[CH:13][CH:14]=[CH:15][CH:16]=3)[CH:11]=[CH:10][CH:9]=2)[CH:5]=[C:4]([Cl:19])[N:3]=1 |f:2.3.4,6.7|. Procedure: 2-Amino-6-hydroxy-4-(naphth-1-yl)-pyrimidine (900 mg) was added to a solution of chlorosulfonic acid (0.05 mL) in 2.5 mL of phosphorus oxychloride, and the mixture was stirred at 95° C. for 6 hours. The mixture was poured onto ice, neutralized with potassium carbonate, and extracted with ethyl acetate. The crude product (70 mg) was purified by silica gel chromatography, eluting with methylene chloride, and treated with hydrochloric acid-ethanol to give 2-amino-6-chloro-4-(naphth-1-yl)-pyrimidine... Product: β-lactam, C1(=CC=CC=C1)C(C1=CC=CC=C1)=NN1[C@H]([C@@H](C1=O)NC(OC(C)(C)C)=O)C (t-butyl (S)-[1-[(diphenylmethylene)amino]-2-(S)-methyl-4-oxo-3-azetidinyl)-carbamate). Starting materials: C1(=CC=CC=C1)P(C1=CC=CC=C1)C1=CC=CC=C1 (triphenylphosphine), C(C)(C)(C)OC(=O)N[C@@H]([C@H](O)C)C(=O)O (t-butyloxycarbonyl-L-threonine), C(C1=CC=CC=C1)(C1=CC=CC=C1)=NN (benzophenone hydrazone), C(C)OC(=O)N1C(C=CC2=CC=CC=C12)OCC (2-ethoxy-1(2H)-quinolinecarboxylic acid ethyl ester), hydrazide, N(=NC(=O)OCC)C(=O)OCC (diethyl azodicarboxylate), ( 3b ). Reported procedure: Also in accordance with Scheme 1 and starting with the reaction of t-butyloxycarbonyl-L-threonine (1b) with benzophenone hydrazone (2) in the presence of 2-ethoxy-1(2H)-quinolinecarboxylic acid ethyl ester the hydrazide derivative N-(t-butyloxycarbonyl)-L-threonine-2-(2-diphenylmethylene)hydrazide (3b) was obtained. Ring closure of (3b) as described above with diethyl azodicarboxylate and triphenylphosphine gave the β-lactam, t-butyl (S)-[1-[(diphenylmethylene)amino]-2-(S)-methyl-4-oxo-3-azetidi... RXN SMILES: [C:1]([O:5][C:6]([NH:8][C@H:9]([C:13]([OH:15])=O)[C@@H:10]([CH3:12])O)=[O:7])([CH3:4])([CH3:3])[CH3:2].[C:16](=[N:29][NH2:30])([C:23]1[CH:28]=[CH:27][CH:26]=[CH:25][CH:24]=1)[C:17]1[CH:22]=[CH:21][CH:20]=[CH:19][CH:18]=1.C(OC(N1C2C(=CC=CC=2)C=CC1OCC)=O)C.N(C(OCC)=O)=NC(OCC)=O.C1(P(C2C=CC=CC=2)C2C=CC=CC=2)C=CC=CC=1>>[C:17]1([C:16](=[N:29][N:30]2[C:13](=[O:15])[C@@H:9]([NH:8][C:6](=[O:7])[O:5][C:1]([CH3:2])([CH3:3])[CH3:4])[C@@H:10]2[CH3:12])[C:23]2[CH:24]=[CH:25][CH:26]=[CH:27][CH:28]=2)[CH:18]=[CH:19][CH:20]=[CH:21][CH:22]=1.